Dataset: the Open Reaction Database (ORD), a public repository of structured organic reaction records. Task: describe an organic reaction: reactants, conditions, products, and yield The reactants are C(C)(C)(C)OC(=O)N1CCN(CC1)C(CNS(=O)(=O)C)C1=C(C=CC=C1)F (4-[1-(2-Fluoro-phenyl)-2-methanesulfonylamino-ethyl]-piperazine-1-carboxylic acid tert-butyl ester), [H-].[Na+] (NaH), ICC (Iodoethane). Run in CCOC(=O)C (EtOAc), C1CCOC1 (THF). Reaction conditions: time 1 hour. Product: C(C)(C)(C)OC(=O)N1CCN(CC1)C(CN(S(=O)(=O)C)CC)C1=C(C=CC=C1)F (4-[2-(Ethyl-methanesulfonyl-amino)-1-(2-fluoro-phenyl)-ethyl]-piperazine-1-carboxylic acid tert-butyl ester). Isolated yield 35.3%. Reaction SMILES: [C:1]([O:5][C:6]([N:8]1[CH2:13][CH2:12][N:11]([CH:14]([C:21]2[CH:26]=[CH:25][CH:24]=[CH:23][C:22]=2[F:27])[CH2:15][NH:16][S:17]([CH3:20])(=[O:19])=[O:18])[CH2:10][CH2:9]1)=[O:7])([CH3:4])([CH3:3])[CH3:2].[H-].[Na+].I[CH2:31][CH3:32]>C1COCC1.CCOC(C)=O>[C:1]([O:5][C:6]([N:8]1[CH2:9][CH2:10][N:11]([CH:14]([C:21]2[CH:26]=[CH:25][CH:24]=[CH:23][C:22]=2[F:27])[CH2:15][N:16]([CH2:31][CH3:32])[S:17]([CH3:20])(=[O:19])=[O:18])[CH2:12][CH2:13]1)=[O:7])([CH3:4])([CH3:2])[CH3:3] |f:1.2|. Procedure: To 4-[1-(2-Fluoro-phenyl)-2-methanesulfonylamino-ethyl]-piperazine-1-carboxylic acid tert-butyl ester (408) (1.43 g, 3.56 mmol) in THF (30 mL) was added NaH (60% in oil) (0.16 g, 3.92 mmol) and the solution was allowed to stir for 1 h at room temperature. Iodoethane (0.31 mL, 3.92 mmol) was then added and the reaction was allowed to stir for 18 h. The reaction mixture was diluted with EtOAc (100 mL) and washed with H2O (100 mL). The organic phase was concentrated to dryness. The crude material w...